This data is from the Open Reaction Database (ORD), a public repository of structured organic reaction records. The task is: describe an organic reaction: reactants, conditions, products, and yield The reactants are COC(=O)c1ccc2[nH]nc(C(=O)O)c2c1, ClCCl, Nc1ccc(N2CCOCC2=O)cc1. Product: COC(=O)c1ccc2[nH]nc(C(=O)Nc3ccc(N4CCOCC4=O)cc3)c2c1. As a reaction SMILES: [CH3:1][O:2][C:3](=[O:4])[c:5]1[cH:6][c:7]2[c:8]([C:14](=[O:15])[OH:16])[n:9][nH:10][c:11]2[cH:12][cH:13]1.[Cl:31][CH2:32][Cl:33].[NH2:17][c:18]1[cH:19][cH:20][c:21]([N:24]2[C:25](=[O:30])[CH2:26][O:27][CH2:28][CH2:29]2)[cH:22][cH:23]1>>[CH3:1][O:2][C:3](=[O:4])[c:5]1[cH:6][c:7]2[c:8]([C:14](=[O:16])[NH:17][c:18]3[cH:19][cH:20][c:21]([N:24]4[C:25](=[O:30])[CH2:26][O:27][CH2:28][CH2:29]4)[cH:22][cH:23]3)[n:9][nH:10][c:11]2[cH:12][cH:13]1. Run in CN(C)C=O (DMF). Yields the product [N+](=O)([O-])C=1C=CC2=C(CCNC=3N2N=C(C3C(=O)N)C3=CC=C(C=C3)OC3=CC=CC=C3)C1 (8-Nitro-2-(4-phenoxyphenyl)-5,6-dihydro-4H-benzo[f]pyrazolo[1,5-a][1,3]diazepine-3-carboxamide). The yield is 11.3%. Run at temperature 80 celsius, time 16 hour. As a reaction SMILES: [NH2:1][C:2]1[NH:6][N:5]=[C:4]([C:7]2[CH:12]=[CH:11][C:10]([O:13][C:14]3[CH:19]=[CH:18][CH:17]=[CH:16][CH:15]=3)=[CH:9][CH:8]=2)[C:3]=1[C:20]([NH2:22])=[O:21].C([O-])([O-])=O.[K+].[K+].F[C:30]1[CH:35]=[CH:34][C:33]([N+:36]([O-:38])=[O:37])=[CH:32][C:31]=1[CH2:39][CH2:40]O>CN(C=O)C>[N+:36]([C:33]1[CH:34]=[CH:35][C:30]2[N:6]3[N:5]=[C:4]([C:7]4[CH:8]=[CH:9][C:10]([O:13][C:14]5[CH:19]=[CH:18][CH:17]=[CH:16][CH:15]=5)=[CH:11][CH:12]=4)[C:3]([C:20]([NH2:22])=[O:21])=[C:2]3[NH:1][CH2:40][CH2:39][C:31]=2[CH:32]=1)([O-:38])=[O:37] |f:1.2.3|. Procedure: To a solution of 5-amino-3-(4-phenoxyphenyl)-1H-pyrazole-4-carboxamide (30 mg, 0.10 mmol) in DMF (5.0 mL) was added K2CO3 (28 mg, 0.20 mmol), followed by 2-(2-fluoro-5-nitrophenyl)ethanol (37 mg, 0.20 mmol). The mixture was warmed to 80° C. stirred for about 16 hr. After cooling down to RT, the mixture was concentrated under reduced pressure. The residue was partitioned between ethyl acetate (15 mL) and water (15 mL), the aqueous was extracted with ethyl acetate (3×10 mL). The combined organic p... The reactants are NC1=C(C(=NN1)C1=CC=C(C=C1)OC1=CC=CC=C1)C(=O)N (5-amino-3-(4-phenoxyphenyl)-1H-pyrazole-4-carboxamide), C(=O)([O-])[O-].[K+].[K+] (K2CO3), FC1=C(C=C(C=C1)[N+](=O)[O-])CCO (2-(2-fluoro-5-nitrophenyl)ethanol). Starting materials: CC1=CC(NC(N1)=O)=O (6-methyluracil), O=P12OP3(=O)OP(=O)(O1)OP(=O)(O2)O3 (phosphorus pentoxide), [N+](=O)(O)[O-] (nitric acid), ice water. Reaction conditions: time 5 hour. Yields the product [N+](=O)([O-])C=1C(NC(NC1C)=O)=O (5-nitro-6-methyluracil). Isolated yield 54.0%. Reaction SMILES: [CH3:1][C:2]1[NH:7][C:6](=[O:8])[NH:5][C:4](=[O:9])[CH:3]=1.O=P12OP3(OP(OP(O3)(O1)=O)(=O)O2)=O.[N+:24]([O-])([OH:26])=[O:25]>>[N+:24]([C:3]1[C:4](=[O:9])[NH:5][C:6](=[O:8])[NH:7][C:2]=1[CH3:1])([O-:26])=[O:25]. Procedure details: 50.5 g (0.40 mol) of 6-methyluracil (Merck) are introduced in portions over the course of one hour with stirring at 0 to +5° C. into a solution of 200 ml of 100% nitric acid (fuming) and 50 g of phosphorus pentoxide. When the exothermic reaction is complete, the mixture is stirred at +5° C. for a further 5 hours. The reaction mixture is subsequently poured into 1 kg of ice-water. The resultant precipitate is filtered, washed with water and then dried to constant weight, giving 37 g (54%) of 5-ni... Starting materials: CC(C)(C)N(C([O-])=O)[C@@H](C(=O)NC=1C=NC(=CC1)OC1=CC(=CC=C1)OC(C)C)C (1,1-dimethylethyl((1R)-1-methyl-2-{[6-({3-[(1-methylethyl)oxy]phenyl}oxy)-3-pyridinyl]amino}-2-oxoethyl)carbamate), CC(C)(C)N(C([O-])=O)[C@@H](C(=O)NC=1C=NC(=CC1)OC1=CC(=CC=C1)OC(C)C)C (1,1-dimethylethyl((1R)-1-methyl-2-{[6-({3-[(1-methylethyl)oxy]phenyl}oxy)-3-pyridinyl]amino}-2-oxoethyl)carbamate), C(=O)(C(F)(F)F)O (TFA). The solvent is ClCCl (dichloromethane). Run at time 2 hour. Product: CC(C)OC=1C=C(C=CC1)OC1=CC=C(C=N1)NC([C@H](N)C)=O (N1-[6-({3-[(1-methylethyl)oxy]phenyl}oxy)-3-pyridinyl]-D-alaninamide). Yield: 85.9%. RXN SMILES: CC([N:5]([C@H:9]([CH3:30])[C:10]([NH:12][C:13]1[CH:14]=[N:15][C:16]([O:19][C:20]2[CH:25]=[CH:24][CH:23]=[C:22]([O:26][CH:27]([CH3:29])[CH3:28])[CH:21]=2)=[CH:17][CH:18]=1)=[O:11])C(=O)[O-])(C)C.C(O)(C(F)(F)F)=O>ClCCl>[CH3:29][CH:27]([O:26][C:22]1[CH:21]=[C:20]([O:19][C:16]2[N:15]=[CH:14][C:13]([NH:12][C:10](=[O:11])[C@@H:9]([CH3:30])[NH2:5])=[CH:18][CH:17]=2)[CH:25]=[CH:24][CH:23]=1)[CH3:28]. Procedure details: To a solution of 1,1-dimethylethyl((1R)-1-methyl-2-{[6-({3-[(1-methylethyl)oxy]phenyl}oxy)-3-pyridinyl]amino}-2-oxoethyl)carbamate (Intermediate 31, 400 mg, 0.96 mmol) in dichloromethane (14 mL) was added TFA (6 mL) portionwise during 15 minutes at 0° C. The resulting mixture was stirred at room temperature for 2 hours. The solvent was distilled off to afford the title compound (260 mg, 85%) as a grey oil. Reactants: CCOC(C)=O, NS(=O)(=O)c1ccccc1C=CC(F)(F)F, [H][H]. Yields the product NS(=O)(=O)c1ccccc1CCC(F)(F)F. Reaction SMILES: [CH3:19][CH2:20][O:21][C:22](=[O:23])[CH3:24].[F:1][C:2]([CH:3]=[CH:4][c:5]1[c:6]([S:11](=[O:12])(=[O:13])[NH2:14])[cH:7][cH:8][cH:9][cH:10]1)([F:15])[F:16].[H:17][H:18]>>[F:1][C:2]([CH2:3][CH2:4][c:5]1[c:6]([S:11](=[O:12])(=[O:13])[NH2:14])[cH:7][cH:8][cH:9][cH:10]1)([F:15])[F:16]. Starting materials: O=C([O-])[O-], CN(C)C=O, COC(=O)C(C)Oc1cc(Cl)ccc1CCl, Cn1nc(-c2ccc(O)cc2)c(Cl)c1OC(F)F, [K+], [K+]. Product: COC(=O)C(C)Oc1cc(Cl)ccc1COc1ccc(-c2nn(C)c(OC(F)F)c2Cl)cc1. Reaction SMILES: [C:35](=[O:36])([O-:37])[O-:38].[CH3:41][N:42]([CH3:43])[CH:44]=[O:45].[Cl:19][c:20]1[cH:21][cH:22][c:23]([CH2:33][Cl:34])[c:24]([O:25][CH:26]([C:27](=[O:28])[O:29][CH3:30])[CH3:31])[cH:32]1.[Cl:1][c:2]1[c:3](-[c:12]2[cH:13][cH:14][c:15]([OH:18])[cH:16][cH:17]2)[n:4][n:5]([CH3:11])[c:6]1[O:7][CH:8]([F:9])[F:10].[K+:39].[K+:40]>>[Cl:1][c:2]1[c:3](-[c:12]2[cH:13][cH:14][c:15]([O:18][CH2:33][c:23]3[cH:22][cH:21][c:20]([Cl:19])[cH:32][c:24]3[O:25][CH:26]([C:27](=[O:28])[O:29][CH3:30])[CH3:31])[cH:16][cH:17]2)[n:4][n:5]([CH3:11])[c:6]1[O:7][CH:8]([F:9])[F:10]. Reactants: C(C)(=O)N1N=C(N2C1=C(C(=N2)C(C)(C)C)Cl)C2=C(C(=C(C=C2C)C)[N+](=O)[O-])C (1-Acetyl-6-t-butyl-7-chloro-3-(2,4,6-trimethyl-3-nitrophenyl)-1H-pyrazolo-[3,2-c]-s-triazole), C(C)(=O)N1N=C(N2C1=CC(=N2)C(C)(C)C)C2=C(C(=C(C=C2C)C)N)C (1-Acetyl-6-t-butyl-3-(3-amino-2,4,6-trimethylphenyl)-1H-pyrazolo[3,2-c]-s-triazole). Yields the product C(C)(=O)N1N=C(N2C1=C(C(=N2)C(C)(C)C)Cl)C2=C(C(=C(C=C2C)C)N)C (1-Acetyl-6-t-butyl-7-chloro-(3-amino-2,4,6-trimethylphenyl)-1H-pyrazolo-[3,2-c]-s-triazole). As a reaction SMILES: [C:1]([N:4]1[C:8]2=[C:9]([Cl:16])[C:10]([C:12]([CH3:15])([CH3:14])[CH3:13])=[N:11][N:7]2[C:6]([C:17]2[C:22]([CH3:23])=[CH:21][C:20]([CH3:24])=[C:19]([N+:25]([O-])=O)[C:18]=2[CH3:28])=[N:5]1)(=[O:3])[CH3:2].C(N1C2=CC(C(C)(C)C)=NN2C(C2C(C)=CC(C)=C(N)C=2C)=N1)(=O)C>>[C:1]([N:4]1[C:8]2=[C:9]([Cl:16])[C:10]([C:12]([CH3:15])([CH3:14])[CH3:13])=[N:11][N:7]2[C:6]([C:17]2[C:22]([CH3:23])=[CH:21][C:20]([CH3:24])=[C:19]([NH2:25])[C:18]=2[CH3:28])=[N:5]1)(=[O:3])[CH3:2]. Procedure details: The product of part (a) of this Example (24.3 g, 60.1 mmole) was reduced under the conditions described in part (b) of Example 6 to give after chromatography the partially hydrated product in p. 211°-213° C., 15.5 g (77%). The reactants are COC(=S)CCC(C)c1nnnn1C, Cl, O. The product is CC(CCC(O)=S)c1nnnn1C. RXN SMILES: [CH3:2][n:3]1[n:4][n:5][n:6][c:7]1[CH:8]([CH2:9][CH2:10][C:11](=[S:12])[O:13][CH3:14])[CH3:15].[ClH:1].[OH2:16]>>[CH3:2][n:3]1[n:4][n:5][n:6][c:7]1[CH:8]([CH2:9][CH2:10][C:11](=[S:12])[OH:13])[CH3:15].